This data is from the Open Reaction Database (ORD), a public repository of structured organic reaction records. The task is: describe an organic reaction: reactants, conditions, products, and yield Reactants: CI, CCOC(C)=O, CC(C)(O)c1nc2c(N3CCOCC3)nc(Cl)nc2s1, [H-], [Na+], CN(C)C=O. Yields the product COC(C)(C)c1nc2c(N3CCOCC3)nc(Cl)nc2s1. Reaction SMILES: [CH3:23][I:24].[CH3:25][CH2:26][O:27][C:28](=[O:29])[CH3:30].[Cl:1][c:2]1[n:3][c:4]([N:15]2[CH2:16][CH2:17][O:18][CH2:19][CH2:20]2)[c:5]2[c:6]([n:7]1)[s:8][c:9]([C:11]([CH3:12])([CH3:13])[OH:14])[n:10]2.[H-:22].[Na+:21].[O:31]=[CH:32][N:33]([CH3:34])[CH3:35]>>[Cl:1][c:2]1[n:3][c:4]([N:15]2[CH2:16][CH2:17][O:18][CH2:19][CH2:20]2)[c:5]2[c:6]([n:7]1)[s:8][c:9]([C:11]([CH3:12])([CH3:13])[O:14][CH3:25])[n:10]2.